This data is from the Open Reaction Database (ORD), a public repository of structured organic reaction records. The task is: describe an organic reaction: reactants, conditions, products, and yield The reactants are CCOC(=O)CBr, C1CCOC1, C[Si](C)(C)Cl, CC(C)(C)OC(=O)C1CC(=O)CN1C(=O)OC(C)(C)C, [Zn]. Yields the product CCOC(=O)CC1(O)CC(C(=O)OC(C)(C)C)N(C(=O)OC(C)(C)C)C1. Reaction SMILES: [Br:26][CH2:27][C:28](=[O:29])[O:30][CH2:31][CH3:32].[CH2:34]1[O:35][CH2:36][CH2:37][CH2:38]1.[Cl:1][Si:2]([CH3:3])([CH3:4])[CH3:5].[O:6]=[C:7]1[CH2:8][CH:9]([C:19](=[O:20])[O:21][C:22]([CH3:23])([CH3:24])[CH3:25])[N:10]([C:12](=[O:13])[O:14][C:15]([CH3:16])([CH3:17])[CH3:18])[CH2:11]1.[Zn:33]>>[OH:6][C:7]1([CH2:27][C:28](=[O:29])[O:30][CH2:31][CH3:32])[CH2:8][CH:9]([C:19](=[O:20])[O:21][C:22]([CH3:23])([CH3:24])[CH3:25])[N:10]([C:12](=[O:13])[O:14][C:15]([CH3:16])([CH3:17])[CH3:18])[CH2:11]1. Starting materials: CCN=C=NCCCN(C)C (EDCI), C=1C=CC2=C(C1)N=NN2O (HOBt), CCN(C(C)C)C(C)C (DIEA), FC1=CC=C(C=C1)N1N=CC=C(C1=O)C(=O)O (2-(4-fluorophenyl)-3-oxo-2,3-dihydropyridazine-4-carboxylic acid), COC1=CC=C(CN2N=CC=3C2=NC=CC3N(C3=C(C=C(C=C3)N)F)CCN3CCOCC3)C=C1 (N1-(1-(4-methoxybenzyl)-1H-pyrazolo[3,4-b]pyridin-4-yl)-2-fluoro-N1-(2-morpholinoethyl)benzene-1,4-diamine). Run in CN(C)C=O (DMF), CN(C)C=O (DMF). Conditions: time 15 minute. Yields the product COC1=CC=C(CN2N=CC=3C2=NC=CC3N(C3=C(C=C(C=C3)NC(=O)C=3C(N(N=CC3)C3=CC=C(C=C3)F)=O)F)CCN3CCOCC3)C=C1 (N-(4-((1-(4-methoxybenzyl)-1H-pyrazolo[3,4-b]pyridin-4-yl)(2-morpholinoethyl)amino)-3-fluorophenyl)-2-(4-fluorophenyl)-3-oxo-2,3-dihydropyridazine-4-carboxamide). The yield is 51.4%. RXN SMILES: [F:1][C:2]1[CH:7]=[CH:6][C:5]([N:8]2[C:13](=[O:14])[C:12]([C:15]([OH:17])=O)=[CH:11][CH:10]=[N:9]2)=[CH:4][CH:3]=1.CCN=C=NCCCN(C)C.C1C=CC2N(O)N=NC=2C=1.CCN(C(C)C)C(C)C.[CH3:48][O:49][C:50]1[CH:82]=[CH:81][C:53]([CH2:54][N:55]2[C:59]3=[N:60][CH:61]=[CH:62][C:63]([N:64]([CH2:73][CH2:74][N:75]4[CH2:80][CH2:79][O:78][CH2:77][CH2:76]4)[C:65]4[CH:70]=[CH:69][C:68]([NH2:71])=[CH:67][C:66]=4[F:72])=[C:58]3[CH:57]=[N:56]2)=[CH:52][CH:51]=1>CN(C=O)C>[CH3:48][O:49][C:50]1[CH:51]=[CH:52][C:53]([CH2:54][N:55]2[C:59]3=[N:60][CH:61]=[CH:62][C:63]([N:64]([CH2:73][CH2:74][N:75]4[CH2:80][CH2:79][O:78][CH2:77][CH2:76]4)[C:65]4[CH:70]=[CH:69][C:68]([NH:71][C:15]([C:12]5[C:13](=[O:14])[N:8]([C:5]6[CH:4]=[CH:3][C:2]([F:1])=[CH:7][CH:6]=6)[N:9]=[CH:10][CH:11]=5)=[O:17])=[CH:67][C:66]=4[F:72])=[C:58]3[CH:57]=[N:56]2)=[CH:81][CH:82]=1. Procedure details: 2-(4-fluorophenyl)-3-oxo-2,3-dihydropyridazine-4-carboxylic acid (0.0310 g, 0.132 mmol) (prepared according to the procedure of Example 19, Step C) was taken up in DMF (1 mL). EDCI (0.0422 g, 0.220 mmol), HOBt (0.0298 g, 0.220 mmol), and DIEA (0.0384 ml, 0.220 mmol) were then added. After stirring under N2 for 15 minutes, N1-(1-(4-methoxybenzyl)-1H-pyrazolo[3,4-b]pyridin-4-yl)-2-fluoro-N1-(2-morpholinoethyl)benzene-1,4-diamine (0.021 g, 0.0441 mmol) was added in DMF (1 mL). After stirring for 5.... Starting materials: IC=1C=C2C(C(NC2=CC1)=O)=O (5-iodo-1H-indole-2,3-dione), C(=O)(C(F)(F)F)O (TFA), COC(CCC(=O)NC1=CC=C(C(=O)NNC(=O)OC(C)(C)C)C=C1)=O (tert-butyl 2-{4-[(4-methoxy-4-oxobutanoyl)amino]benzoyl}hydrazinecarboxylate). The solvent is C(C)(=O)O (acetic acid). Reaction conditions: temperature 100 celsius. Yields the product IC=1C=C2C(C(NC2=CC1)=O)=NNC(=O)C1=CC=C(C=C1)NC(CCC(=O)OC)=O (methyl 4-[(4-{[2-(5-iodo-2-oxo-1,2-dihydro-3H-indol-3-ylidene)hydrazino]carbonyl}phenyl)amino]-4-oxobutanoate). Isolated yield 92.0%. Reaction SMILES: [I:1][C:2]1[CH:3]=[C:4]2[C:8](=[CH:9][CH:10]=1)[NH:7][C:6](=[O:11])[C:5]2=O.C(O)(C(F)(F)F)=O.[CH3:20][O:21][C:22](=[O:45])[CH2:23][CH2:24][C:25]([NH:27][C:28]1[CH:44]=[CH:43][C:31]([C:32]([NH:34][NH:35]C(OC(C)(C)C)=O)=[O:33])=[CH:30][CH:29]=1)=[O:26]>C(O)(=O)C>[I:1][C:2]1[CH:3]=[C:4]2[C:8](=[CH:9][CH:10]=1)[NH:7][C:6](=[O:11])[C:5]2=[N:35][NH:34][C:32]([C:31]1[CH:30]=[CH:29][C:28]([NH:27][C:25](=[O:26])[CH2:24][CH2:23][C:22]([O:21][CH3:20])=[O:45])=[CH:44][CH:43]=1)=[O:33]. Procedure: Following the general method as outlined in Example 1, into a suspension of 5-iodo-1H-indole-2,3-dione in acetic acid in the presence of 5% TFA was added tert-butyl 2-{4-[(4-methoxy-4-oxobutanoyl)amino]benzoyl}hydrazinecarboxylate. After stirring at 100° C., the reaction mixture was cooled to rt and an orange solid precipitated out. Filtration on a fritté, washing with AcOH, water and drying under vacuo at 60° C. for 60 min gave 89 mg of the title compound (92%) as an orange solid in 98.8% purit... Reactants: COC(=O)CCCC#CCC(C(=O)OCC)(S(=O)(=O)C)CCCC(CCCCC)OC(C)=O (ethyl 2-(6-methoxycarbonyl-2-hexyn-1-yl)-2-(4-acetoxynonyl)-2-(methylsulfonyl)-acetate), [Cl-].[Na+] (sodium chloride), C(=O)=O (carbon dioxide). Run in CCOCC (ether), O (water), CS(=O)C (dimethyl sulfoxide), O (water). Yields the product CS(=O)(=O)C(CC#CCCCC(=O)O)CCCC(CCCCC)O (8-methylsulfonyl-12-hydroxy-5-heptadecynoic acid). Reaction SMILES: C[O:2][C:3]([CH2:5][CH2:6][CH2:7][C:8]#[C:9][CH2:10][C:11]([CH2:21][CH2:22][CH2:23][CH:24]([O:30]C(=O)C)[CH2:25][CH2:26][CH2:27][CH2:28][CH3:29])([S:17]([CH3:20])(=[O:19])=[O:18])C(OCC)=O)=[O:4].[Cl-].[Na+].C(=O)=O>CCOCC.O.CS(C)=O>[CH3:20][S:17]([CH:11]([CH2:21][CH2:22][CH2:23][CH:24]([OH:30])[CH2:25][CH2:26][CH2:27][CH2:28][CH3:29])[CH2:10][C:9]#[C:8][CH2:7][CH2:6][CH2:5][C:3]([OH:4])=[O:2])(=[O:18])=[O:19] |f:1.2|. Procedure details: A solution of ethyl 2-(6-methoxycarbonyl-2-hexyn-1-yl)-2-(4-acetoxynonyl)-2-(methylsulfonyl)-acetate (48.8 g., 0.1 mole), water (3.6 g., 0.2 mole), and sodium chloride (6.5 g., 0.11 mole) in 120 ml. of dimethyl sulfoxide is heated at 130°-150° C. for 6 hours until evolution of carbon dioxide is completed. The mixture is cooled, treated with 400 ml. of water and the oily product taken up in ether, washed with water and dried over sodium sulfate. Evaporation of the ether in vacuo leaves the title ... Reactants: C(C)OC(=O)C=1N=C(N2C1C(N(C1=CC(=CC=C21)C(F)(F)F)C)=O)Br (1-bromo-5-methyl-4-oxo-7-trifluoromethyl-4,5-dihydroimidazo[1,5-a]quinoxaline 3-carboxylic acid ethyl ester), C(C)(=O)[O-].[K+] (potassium acetate), O (Water). Product: C(C)OC(=O)C=1N=C(N2C1C(N(C1=CC(=CC=C21)C(F)(F)F)C)=O)O (1-Hydroxy-5-methyl-4-oxo-7-trifluoromethyl-4,5-dihydroimidazo[1,5-a]quinoxaline 3-carboxylic acid ethyl ester). Procedure: To a solution of 1-bromo-5-methyl-4-oxo-7-trifluoromethyl-4,5-dihydroimidazo[1,5-a]quinoxaline 3-carboxylic acid ethyl ester (3.2 g) in dimethylsulfoxide (DMSO) (30 ml) was added potassium acetate (2.5 g) with stirring. The mixture was heated on a steam bath for one hour. Water was then added to cause the precipitation of crude product as a white solid (2.3 g, 85% yield). Recrystallized from a mixture of acetonitrile, chloroform and methanol, m.p. >300° C. The yield is 84.6%. Solvent: CS(=O)C (dimethylsulfoxide). Reaction SMILES: [CH2:1]([O:3][C:4]([C:6]1[N:7]=[C:8](Br)[N:9]2[C:18]3[C:13](=[CH:14][C:15]([C:19]([F:22])([F:21])[F:20])=[CH:16][CH:17]=3)[N:12]([CH3:23])[C:11](=[O:24])[C:10]=12)=[O:5])[CH3:2].C([O-])(=[O:28])C.[K+].O>CS(C)=O>[CH2:1]([O:3][C:4]([C:6]1[N:7]=[C:8]([OH:28])[N:9]2[C:18]3[C:13](=[CH:14][C:15]([C:19]([F:22])([F:21])[F:20])=[CH:16][CH:17]=3)[N:12]([CH3:23])[C:11](=[O:24])[C:10]=12)=[O:5])[CH3:2] |f:1.2|. Reactants: CCO, Cl, CCOC(=O)C(=NOC)c1nc(N)sc1C, [Na+], C1CCOC1, [OH-]. The product is CON=C(C(=O)O)c1nc(N)sc1C. RXN SMILES: [CH3:19][CH2:20][OH:21].[ClH:22].[NH2:1][c:2]1[s:3][c:4]([CH3:16])[c:5]([C:7]([C:8](=[O:9])[O:10][CH2:11][CH3:12])=[N:13][O:14][CH3:15])[n:6]1.[Na+:18].[O:23]1[CH2:24][CH2:25][CH2:26][CH2:27]1.[OH-:17]>>[NH2:1][c:2]1[s:3][c:4]([CH3:16])[c:5]([C:7]([C:8](=[O:9])[OH:10])=[N:13][O:14][CH3:15])[n:6]1. Reactants: Cl.C(C)(C)C1=CC=C(C=C1)NN (4-isopropylphenylhydrazine hydrochloride), CC1C(C2=CC=CC=C2C1)=O (2-methyl-1-indanone), Cl (hydrochloric acid). The solvent is C(C)O (ethanol). Product: CC12C(=NC=3C=CC(=CC13)C(C)C)C1=CC=CC=C1C2 (9b,10-Dihydro-9b-methyl-8-isopropylindeno[1,2-b]indole). RXN SMILES: Cl.[CH:2]([C:5]1[CH:10]=[CH:9][C:8]([NH:11]N)=[CH:7][CH:6]=1)([CH3:4])[CH3:3].[CH3:13][CH:14]1[CH2:22][C:21]2[C:16](=[CH:17][CH:18]=[CH:19][CH:20]=2)[C:15]1=O.Cl>C(O)C>[CH3:13][C:14]12[CH2:22][C:21]3[C:16](=[CH:17][CH:18]=[CH:19][CH:20]=3)[C:15]1=[N:11][C:8]1[CH:7]=[CH:6][C:5]([CH:2]([CH3:4])[CH3:3])=[CH:10][C:9]=12 |f:0.1|. Procedure: To a solution of 4-isopropylphenylhydrazine hydrochloride, (6.50 g, 0.035 mmol) in absolute ethanol (140 cm3) was added dropwise 2-methyl-1-indanone, (4.6 g, 0.032 mmol) followed by conc. hydrochloric acid (2.5 cm3). The mixture was refluxed for 2 hours and the ethanol evaporated. The residue was portioned between diethyl ether (100 cm3) and water (100 cm3) and the layers separated. The aqueous phase was extracted with diethyl ether (2×30 cm3) and the organic extracts were washed sequentially wi... Reactants: C(=O)([O-])[O-].[K+].[K+] (K2CO3), C1(CC(CCC1)=O)=O (1,3-cyclohexanedione), [OH-].[Na+] (sodium hydroxide), ClCC(C)=O (chloroacetone). Run in O (water), C(Cl)(Cl)Cl (chloroform), O (water), C(Cl)(Cl)Cl (chloroform). Run at time 3 day. Product: OC1=C(C(CCC1)=O)CC(C)=O (3-Hydroxy-2-(2-oxopropyl)-2-cyclohexen-1-one). As a reaction SMILES: C([O-])([O-])=O.[K+].[K+].[C:7]1(=[O:14])[CH2:12][CH2:11][CH2:10][C:9](=[O:13])[CH2:8]1.Cl[CH2:16][C:17](=[O:19])[CH3:18].[OH-].[Na+]>C(Cl)(Cl)Cl.O>[OH:13][C:9]1[CH2:10][CH2:11][CH2:12][C:7](=[O:14])[C:8]=1[CH2:16][C:17](=[O:19])[CH3:18] |f:0.1.2,5.6|. Procedure details: To a slurry of powdered K2CO3 (4.34 Kg, 31.4 moles) in chloroform (8.5 l), 1,3-cyclohexanedione (3.5 Kg, 31.2 moles) was added with stirring. To this mixture, at an ice-bath temperature, chloroacetone (2.9 Kg, 28.2 moles based on 90% purity) was added over a 1 hour period under a N2 atmosphere with stirring. The reaction temperature was raised slowly to room temperature and it was then allowed to stay at room temperature for 3 days. As the reaction proceeded, stirring became more and more diffic... The reactants are CO, [H][H], Nc1nc2ccc([N+](=O)[O-])cc2s1. Product: Nc1ccc2nc(N)sc2c1. Reaction SMILES: [CH3:16][OH:17].[H:14][H:15].[NH2:1][c:2]1[s:3][c:4]2[c:5]([n:6]1)[cH:7][cH:8][c:9]([N+:11]([O-:12])=[O:13])[cH:10]2>>[NH2:1][c:2]1[s:3][c:4]2[c:5]([n:6]1)[cH:7][cH:8][c:9]([NH2:11])[cH:10]2. Reactants: COC(=O)c1ccc(N=C=O)cc1S(=O)(=O)N=C=O, CC#N, COc1nc(C)nc(N)n1. The product is COC(=O)c1ccc(N=C=O)cc1S(=O)(=O)NC(=O)Nc1nc(C)nc(OC)n1. RXN SMILES: [CH3:1][O:2][C:3](=[O:4])[c:5]1[c:6]([S:14](=[O:15])(=[O:16])[N:17]=[C:18]=[O:19])[cH:7][c:8]([N:11]=[C:12]=[O:13])[cH:9][cH:10]1.[CH3:30][C:31]#[N:32].[NH2:20][c:21]1[n:22][c:23]([CH3:29])[n:24][c:25]([O:27][CH3:28])[n:26]1>>[CH3:1][O:2][C:3](=[O:4])[c:5]1[c:6]([S:14](=[O:15])(=[O:16])[NH:17][C:18](=[O:19])[NH:20][c:21]2[n:22][c:23]([CH3:29])[n:24][c:25]([O:27][CH3:28])[n:26]2)[cH:7][c:8]([N:11]=[C:12]=[O:13])[cH:9][cH:10]1.